This data is from the Open Reaction Database (ORD), a public repository of structured organic reaction records. The task is: describe an organic reaction: reactants, conditions, products, and yield The reactants are C=C(C)OC(C)=O, CCOC(=O)C1C2CCC(=O)C21, O=S(=O)(O)O. Product: CCOC(=O)C1C2CC=C(OC(C)=O)C21. Reaction SMILES: [C:18]([CH3:19])(=[O:20])[O:21][C:22]([CH3:23])=[CH2:24].[O:1]=[C:2]1[CH:3]2[CH:4]([C:8](=[O:9])[O:10][CH2:11][CH3:12])[CH:5]2[CH2:6][CH2:7]1.[S:13](=[O:14])(=[O:15])([OH:16])[OH:17]>>[O:1]([C:2]1=[CH:7][CH2:6][CH:5]2[CH:3]1[CH:4]2[C:8](=[O:9])[O:10][CH2:11][CH3:12])[C:18]([CH3:19])=[O:20]. The reactants are C(C)(C)(C)OC(=O)N(C(C)C=1C=C(C(=NC1)CC)CCCNC(OC)=O)C1CC1 (methyl [3-(5-{1-[(tert-butoxycarbonyl)(cyclopropyl)amino]ethyl}-2-ethylpyridin-3-yl)propyl]carbamate), FC(C(=O)O)(F)F (trifluoroacetic acid), C(O)([O-])=O.[Na+] (sodium hydrogen carbonate). Run in ClCCl (dichloromethane). Reaction conditions: time 1 hour. Product: C1(CC1)NC(C)C=1C=C(C(=NC1)CC)CCCNC(OC)=O (methyl (3-{5-[1-(cyclopropylamino)ethyl]-2-ethylpyridin-3-yl}propyl)carbamate). The yield is 92.4%. Reaction SMILES: C(OC([N:8]([CH:27]1[CH2:29][CH2:28]1)[CH:9]([C:11]1[CH:12]=[C:13]([CH2:19][CH2:20][CH2:21][NH:22][C:23](=[O:26])[O:24][CH3:25])[C:14]([CH2:17][CH3:18])=[N:15][CH:16]=1)[CH3:10])=O)(C)(C)C.FC(F)(F)C(O)=O.C(=O)([O-])O.[Na+]>ClCCl>[CH:27]1([NH:8][CH:9]([C:11]2[CH:12]=[C:13]([CH2:19][CH2:20][CH2:21][NH:22][C:23](=[O:26])[O:24][CH3:25])[C:14]([CH2:17][CH3:18])=[N:15][CH:16]=2)[CH3:10])[CH2:29][CH2:28]1 |f:2.3|. Reported procedure: To a solution of methyl [3-(5-{1-[(tert-butoxycarbonyl)(cyclopropyl)amino]ethyl}-2-ethylpyridin-3-yl)propyl]carbamate (204 mg) in dichloromethane (1.5 mL) was added trifluoroacetic acid (1.5 mL) under ice-cooling, and the mixture was stirred at room temperature for 1 hour. The reaction solution was poured into ice-cooled aqueous saturated sodium hydrogen carbonate solution, and extracted with chloroform. The organic layer was washed with saturated saline, dried over sodium sulfate, and then conc... Reactants: CCO, [H][H], C=CCc1cc(CO)ccc1O, [Rh]. Product: CCCc1cc(CO)ccc1O. As a reaction SMILES: [CH3:15][CH2:16][OH:17].[H:13][H:14].[OH:1][c:2]1[c:3]([CH2:10][CH:11]=[CH2:12])[cH:4][c:5]([CH2:6][OH:7])[cH:8][cH:9]1.[Rh:18]>>[OH:1][c:2]1[c:3]([CH2:10][CH2:11][CH3:12])[cH:4][c:5]([CH2:6][OH:7])[cH:8][cH:9]1. Starting materials: C1(=CC=CC=C1)OC (Anisole), C(C)(C)(C)C1=CC=C(C=C1)/C(=C\[C@@H]1N(C(CC1)=O)CC1=C(C=C(C=C1)OC)OC)/C1=CC=C(C(=N1)OC)CCC(=O)OC(C)(C)C (tert-butyl 3-(6-{(E)-1-(4-tert-butylphenyl)-2-[(2R)-1-(2,4-dimethoxybenzyl)-5-oxopyrrolidin-2-yl]ethenyl}-2-methoxypyridin-3-yl)propanoate). Solvent: FC(C(=O)O)(F)F (trifluoroacetic acid). Reaction conditions: temperature 65 celsius, time 2 hour. The product is C(C)(C)(C)C1=CC=C(C=C1)/C(=C\[C@@H]1N(C(CC1)=O)CC1=C(C=C(C=C1)OC)OC)/C1=CC=C(C(=N1)OC)CCC(=O)O (3-(6-{(E)-1-(4-tert-butylphenyl)-2-[(2R)-1-(2,4-dimethoxybenzyl)-5-oxopyrrolidin-2-yl]ethenyl}-2-methoxypyridin-3-yl)propanoic acid). Reaction SMILES: C1(OC)C=CC=CC=1.[C:9]([C:13]1[CH:18]=[CH:17][C:16](/[C:19](/[C:38]2[N:43]=[C:42]([O:44][CH3:45])[C:41]([CH2:46][CH2:47][C:48]([O:50]C(C)(C)C)=[O:49])=[CH:40][CH:39]=2)=[CH:20]\[C@H:21]2[CH2:25][CH2:24][C:23](=[O:26])[N:22]2[CH2:27][C:28]2[CH:33]=[CH:32][C:31]([O:34][CH3:35])=[CH:30][C:29]=2[O:36][CH3:37])=[CH:15][CH:14]=1)([CH3:12])([CH3:11])[CH3:10]>FC(F)(F)C(O)=O>[C:9]([C:13]1[CH:18]=[CH:17][C:16](/[C:19](/[C:38]2[N:43]=[C:42]([O:44][CH3:45])[C:41]([CH2:46][CH2:47][C:48]([OH:50])=[O:49])=[CH:40][CH:39]=2)=[CH:20]\[C@H:21]2[CH2:25][CH2:24][C:23](=[O:26])[N:22]2[CH2:27][C:28]2[CH:33]=[CH:32][C:31]([O:34][CH3:35])=[CH:30][C:29]=2[O:36][CH3:37])=[CH:15][CH:14]=1)([CH3:12])([CH3:10])[CH3:11]. Procedure details: Anisole (1 mL) was added to a solution of tert-butyl 3-(6-{(E)-1-(4-tert-butylphenyl)-2-[(2R)-1-(2,4-dimethoxybenzyl)-5-oxopyrrolidin-2-yl]ethenyl}-2-methoxypyridin-3-yl)propanoate (293 mg) in trifluoroacetic acid (2 mL), and the mixture was stirred at 65° C. for two hours. The solvent was evaporated under reduced pressure. The resulting residue was purified by silica gel column chromatography (chloroform:methanol=1:0→9:1) to give 3-(6-{(E)-1-(4-tert-butylphenyl)-2-[(2R)-1-(2,4-dimethoxybenzyl)-...